This data is from the Open Reaction Database (ORD), a public repository of structured organic reaction records. The task is: describe an organic reaction: reactants, conditions, products, and yield RXN SMILES: Cl.[CH2:2]([O:4][C:5](=[O:8])[CH2:6][NH2:7])[CH3:3].[CH3:9][OH:10].[N-]=[C:12]=[O:13]>O1CCCC1>[CH2:2]([O:4][C:5](=[O:8])[CH2:6][NH:7][C:9]([O:13][CH3:12])=[O:10])[CH3:3] |f:0.1|. Run in O1CCCC1 (tetrahydrofuran). Procedure details: Alternatively, glycine ethyl ester hydrochloride (40.1 g, 0.28 mole) suspended in dry tetrahydrofuran (200 ml) and phosgene were bubbled through the reaction mixture for 0.5 hrs, as the reaction mixture was refluxed. At the end of 0.5 hrs., the reaction was cooled to room temperature and toluene was added followed by the distillation of THF. The reaction mixture containing toluene was further refluxed for 1 hr. The unreacted glycine ethyl ester hydrochloride was filtered and the filtrate contain... Yields the product C(C)OC(CNC(=O)OC)=O (N-carbomethoxyglycine ethyl ester). Starting materials: Cl.C(C)OC(CN)=O (glycine ethyl ester hydrochloride), CO (methanol), [N-]=C=O (isocyanate).